From a dataset of the Open Reaction Database (ORD), a public repository of structured organic reaction records. describe an organic reaction: reactants, conditions, products, and yield Reactants: [Al+3], CCOCC, O=CNC1=NN(c2cccc(C(F)(F)F)c2)CC1, [H-], [H-], [H-], [H-], [Li+], O. Product: CNC1=NN(c2cccc(C(F)(F)F)c2)CC1. RXN SMILES: [Al+3:20].[CH3:26][CH2:27][O:28][CH2:29][CH3:30].[CH:1](=[O:2])[NH:3][C:4]1=[N:5][N:6]([c:9]2[cH:10][c:11]([C:15]([F:16])([F:17])[F:18])[cH:12][cH:13][cH:14]2)[CH2:7][CH2:8]1.[H-:19].[H-:22].[H-:23].[H-:24].[Li+:21].[OH2:25]>>[CH3:1][NH:3][C:4]1=[N:5][N:6]([c:9]2[cH:10][c:11]([C:15]([F:16])([F:17])[F:18])[cH:12][cH:13][cH:14]2)[CH2:7][CH2:8]1. The reactants are COC(C(C(C1=CC=C(C=C1)F)Cl)=O)=O (3-chloro-3-(4-fluoro-phenyl)-2-oxo-propionic acid methyl ester), COC=1C=C(C=O)C=CC1 (3-methoxybenzaldehyde), FC1=CC=C(C=O)C=C1 (4-fluorobenzaldehyde). Yields the product COC(C(C(C1=CC(=CC=C1)OC)Cl)=O)=O (3-chloro-3-(3-methoxy-phenyl)-2-oxo-propionic acid methyl ester). As a reaction SMILES: [CH3:1][O:2][C:3](=[O:15])[C:4](=[O:14])[CH:5]([Cl:13])[C:6]1[CH:11]=[CH:10][C:9](F)=[CH:8][CH:7]=1.[CH3:16][O:17]C1C=C(C=CC=1)C=O.FC1C=CC(C=O)=CC=1>>[CH3:1][O:2][C:3](=[O:15])[C:4](=[O:14])[CH:5]([Cl:13])[C:6]1[CH:11]=[CH:10][CH:9]=[C:8]([O:17][CH3:16])[CH:7]=1. Reported procedure: This compound was synthesised as 3-chloro-3-(4-fluoro-phenyl)-2-oxo-propionic acid methyl ester but using 3-methoxybenzaldehyde instead 4-fluorobenzaldehyde. Starting materials: C1CNCCN1, CCOC(C)=O, Cc1ccccc1, Cc1cc(Cl)cc2nc(S)oc12, Cl, O. The product is Cc1cc(Cl)cc2nc(N3CCNCC3)oc12. RXN SMILES: [CH2:1]1[CH2:2][NH:3][CH2:4][CH2:5][NH:6]1.[CH3:19][CH2:20][O:21][C:22](=[O:23])[CH3:24].[CH3:26][c:27]1[cH:28][cH:29][cH:30][cH:31][cH:32]1.[Cl:7][c:8]1[cH:9][c:10]([CH3:18])[c:11]2[c:12]([n:13][c:14]([SH:16])[o:15]2)[cH:17]1.[ClH:25].[OH2:33]>>[CH2:1]1[CH2:2][N:3]([c:14]2[n:13][c:12]3[c:11]([c:10]([CH3:18])[cH:9][c:8]([Cl:7])[cH:17]3)[o:15]2)[CH2:4][CH2:5][NH:6]1. Reactants: [H]C(C1CCCCC1)=O, O=C(N(CC1=CC=CC=C1)CC2=CC=CC=C2)CC(O)=O. The reagents and catalysts are CN(C)c1ccncc1, 4Å Molecular Sieve, C1CNCC1. The solvent is C1COCC1. Reaction conditions: temperature 25 celsius, time 24 hour. Product: O=C(N(CC1=CC=CC=C1)CC2=CC=CC=C2)/C=C/C3CCCCC3. Isolated yield 31.0%. The reactants are C(C)C1=C(C(=CC=C1)CC)B(O)O (2,6-diethylphenylboronic acid), COC(=O)C=1C(=NC(=NC1C)Cl)OC (2-chloro-4-methoxy-6-methyl-pyrimidine-5-carboxylic acid methyl ester), C([O-])([O-])=O.[K+].[K+] (potassium carbonate). Run in COCCOC (DME), O (water). Reaction conditions: temperature 95 celsius, time 18 hour. Product: COC(=O)C=1C(=NC(=NC1C)C1=C(C=CC=C1CC)CC)OC (2-(2,6-diethyl-phenyl)-4-methoxy-6-methyl-pyrimidine-5-carboxylic acid methyl ester). As a reaction SMILES: [CH3:1][O:2][C:3]([C:5]1[C:6]([O:13][CH3:14])=[N:7][C:8](Cl)=[N:9][C:10]=1[CH3:11])=[O:4].C(=O)([O-])[O-].[K+].[K+].[CH2:21]([C:23]1[CH:28]=[CH:27][CH:26]=[C:25]([CH2:29][CH3:30])[C:24]=1B(O)O)[CH3:22]>COCCOC.O>[CH3:1][O:2][C:3]([C:5]1[C:6]([O:13][CH3:14])=[N:7][C:8]([C:24]2[C:25]([CH2:29][CH3:30])=[CH:26][CH:27]=[CH:28][C:23]=2[CH2:21][CH3:22])=[N:9][C:10]=1[CH3:11])=[O:4] |f:1.2.3|. Reported procedure: To a solution of 2-chloro-4-methoxy-6-methyl-pyrimidine-5-carboxylic acid methyl ester (4.1 g, 19.0 mmol) in DME (100 mL) is added potassium carbonate (10.5 g, 76 mmol, 4 eq) in water (40 mL) followed by 2,6-diethylphenylboronic acid (6.77 g, 38 mmol, 2 eq). The resulting mixture is degassed by bubbling with argon for 20 min. Pd(PPh3)4 (5 mol %) is added and the resulting yellow biphasic solution is heated at 95° C. in a sealed tube with magnetic stirring for 18 h. The reaction mixture is cooled...